From a dataset of the Open Reaction Database (ORD), a public repository of structured organic reaction records. describe an organic reaction: reactants, conditions, products, and yield Starting materials: N(=[N+]=[N-])C(C(=O)OCC)=CC1=C(C=CC=C1)OC (Ethyl 2-azido-3-(2-methoxyphenyl)propenoate). Run in C1(=CC=CC=C1)C (toluene). Reaction conditions: time 8 hour. Product: COC1=C2C=C(NC2=CC=C1)C(=O)OCC (ethyl 4-methoxyindole-2-carboxylate). As a reaction SMILES: [N:1]([C:4](=[CH:10][C:11]1[CH:16]=[CH:15][CH:14]=[CH:13][C:12]=1[O:17][CH3:18])[C:5]([O:7][CH2:8][CH3:9])=[O:6])=[N+]=[N-]>C1(C)C=CC=CC=1>[CH3:18][O:17][C:12]1[CH:13]=[CH:14][CH:15]=[C:16]2[C:11]=1[CH:10]=[C:4]([C:5]([O:7][CH2:8][CH3:9])=[O:6])[NH:1]2. Procedure: Ethyl 2-azido-3-(2-methoxyphenyl)propenoate (3.566 g, 144 mmol) was suspended in toluene (800 ml) and the mixture was refluxed for three hours, then cooled and stirred at room temperature overnight. The ethyl 4-methoxyindole-2-carboxylate formed as a yellow solid and was collected.